This data is from the Open Reaction Database (ORD), a public repository of structured organic reaction records. The task is: describe an organic reaction: reactants, conditions, products, and yield Starting materials: Cc1cc(OC2CCN(C(=O)OC(C)(C)C)CC2)c(C(N)=O)cc1[N+](=O)[O-], CO. The product is Cc1cc(OC2CCN(C(=O)OC(C)(C)C)CC2)c(C(N)=O)cc1N. As a reaction SMILES: [C:1]([CH3:2])([CH3:3])([CH3:4])[O:5][C:6](=[O:7])[N:8]1[CH2:9][CH2:10][CH:11]([O:14][c:15]2[cH:16][c:17]([CH3:27])[c:18]([N+:24]([O-:25])=[O:26])[cH:19][c:20]2[C:21]([NH2:22])=[O:23])[CH2:12][CH2:13]1.[CH3:28][OH:29]>>[C:1]([CH3:2])([CH3:3])([CH3:4])[O:5][C:6](=[O:7])[N:8]1[CH2:9][CH2:10][CH:11]([O:14][c:15]2[cH:16][c:17]([CH3:27])[c:18]([NH2:24])[cH:19][c:20]2[C:21]([NH2:22])=[O:23])[CH2:12][CH2:13]1.